This data is from the Open Reaction Database (ORD), a public repository of structured organic reaction records. The task is: describe an organic reaction: reactants, conditions, products, and yield The reactants are OC1=NC=CC=C1 (2-hydroxypyridine), [H-].[Na+] (NaH), C(C1=CC=CC=C1)OC(=O)N1CC(CCC1)CI (3-iodomethylpiperidine-1-carboxylic acid benzyl ester). Run in CN(C)C=O (DMF). Reaction conditions: temperature 80 celsius, time 2 hour. Yields the product C(C1=CC=CC=C1)OC(=O)N1CC(CCC1)CN1C(C=CC=C1)=O (3-(2-Oxo-2H-pyridin-1-ylmethyl)piperidine-1-carboxylic acid benzyl ester). Isolated yield 72.8%. As a reaction SMILES: [OH:1][C:2]1[CH:7]=[CH:6][CH:5]=[CH:4][N:3]=1.[H-].[Na+].[CH2:10]([O:17][C:18]([N:20]1[CH2:25][CH2:24][CH2:23][CH:22]([CH2:26]I)[CH2:21]1)=[O:19])[C:11]1[CH:16]=[CH:15][CH:14]=[CH:13][CH:12]=1>CN(C=O)C>[CH2:10]([O:17][C:18]([N:20]1[CH2:25][CH2:24][CH2:23][CH:22]([CH2:26][N:3]2[CH:4]=[CH:5][CH:6]=[CH:7][C:2]2=[O:1])[CH2:21]1)=[O:19])[C:11]1[CH:12]=[CH:13][CH:14]=[CH:15][CH:16]=1 |f:1.2|. Procedure details: To a stirred solution of 2-hydroxypyridine (200 mg, 2 mmol) in DMF (5 mL) was added NaH (60% mixture in mineral oil, 100 mg, 2.5 mmol). The mixture was stirred at 80° C. under N2 for 2 h, and then 3-iodomethylpiperidine-1-carboxylic acid benzyl ester (720 mg, 2 mmol) was added. The mixture was stirred at 80° C. for 10 h, cooled to room temperature, quenched with water, and extracted with EtOAc. The combined organic layers were washed with brine, dried, and concentrated. The residue was purified ... Reactants: NC[C@H](C)O ((S)-1-amino-2-propanol), O=CCC1C(C2=CC(=CC=C2CC1)OC)=O ((RS)-2-(2-oxoethyl)-7-methoxy-1-tetralone), C1(=CC=C(C=C1)S(=O)(=O)O)C (p-toluenesulfonic acid), O (water). Solvent: C1(=CC=CC=C1)C (toluene), C1(=CC=CC=C1)C (toluene). Reaction conditions: time 30 minute. The product is COC1=CC2=C(CCC=3C=CN(C23)CC(C)O)C=C1 (4,5-dihydro-8-methoxy-1H-benz[g]indol-1-yl-propan-2-ol). Reaction SMILES: O=[CH:2][CH2:3][CH:4]1[CH2:13][CH2:12][C:11]2[C:6](=[CH:7][C:8]([O:14][CH3:15])=[CH:9][CH:10]=2)[C:5]1=O.C1(C)C=CC(S(O)(=O)=O)=CC=1.O.[NH2:29][CH2:30][C@@H:31]([OH:33])[CH3:32]>C1(C)C=CC=CC=1>[CH3:15][O:14][C:8]1[CH:9]=[CH:10][C:11]2[CH2:12][CH2:13][C:4]3[CH:3]=[CH:2][N:29]([CH2:30][CH:31]([OH:33])[CH3:32])[C:5]=3[C:6]=2[CH:7]=1. Reported procedure: A solution of 3 g of (RS)-2-(2-oxoethyl)-7-methoxy-1-tetralone and 150 mg of p-toluenesulfonic acid in 130 ml in anhydrous toluene was heated on a water separator. A solution of 4.16 g of (S)-1-amino-2-propanol in 20 ml of anhydrous toluene was added dropwise to the boiling solution over a period of 5 minutes. Subsequently, the mixture was boiled for an additional 30 minutes, during which the solvent was reduced to a volume of 25 ml. The cooled reaction mixture was purified by column chromatogra...